This data is from the Open Reaction Database (ORD), a public repository of structured organic reaction records. The task is: describe an organic reaction: reactants, conditions, products, and yield Reactants: O=C(c1ccc(Cl)cc1)C(Br)CCCl, Cc1ccccc1, [F-], [K+], O, OCCOCCO. Yields the product O=C(c1ccc(Cl)cc1)C1(F)CC1. Reaction SMILES: [Br:17][CH:18]([CH2:19][CH2:20][Cl:21])[C:22](=[O:23])[c:24]1[cH:25][cH:26][c:27]([Cl:30])[cH:28][cH:29]1.[CH3:10][c:11]1[cH:12][cH:13][cH:14][cH:15][cH:16]1.[F-:1].[K+:2].[OH2:31].[OH:3][CH2:4][CH2:5][O:6][CH2:7][CH2:8][OH:9]>>[F:1][C:18]1([C:22](=[O:23])[c:24]2[cH:25][cH:26][c:27]([Cl:30])[cH:28][cH:29]2)[CH2:19][CH2:20]1. Reactants: O=C([O-])[O-], COc1ccccc1B(O)O, COCCOC, Cc1cc(S(N)(=O)=O)c(N)cc1Br, [Na+], [Na+], Cl[Pd]Cl, c1ccc(P(c2ccccc2)c2ccccc2)cc1, c1ccc(P(c2ccccc2)c2ccccc2)cc1. The product is COc1ccccc1-c1cc(N)c(S(N)(=O)=O)cc1C. RXN SMILES: [C:25](=[O:26])([O-:27])[O-:28].[CH3:14][O:15][c:16]1[c:17]([B:22]([OH:23])[OH:24])[cH:18][cH:19][cH:20][cH:21]1.[CH3:31][O:32][CH2:33][CH2:34][O:35][CH3:36].[NH2:1][c:2]1[c:3]([S:10](=[O:11])(=[O:12])[NH2:13])[cH:4][c:5]([CH3:9])[c:6]([Br:8])[cH:7]1.[Na+:29].[Na+:30].[Pd:37]([Cl:38])[Cl:39].[c:40]1([P:41]([c:42]2[cH:43][cH:44][cH:45][cH:46][cH:47]2)[c:48]2[cH:49][cH:50][cH:51][cH:52][cH:53]2)[cH:54][cH:55][cH:56][cH:57][cH:58]1.[c:59]1([P:60]([c:61]2[cH:62][cH:63][cH:64][cH:65][cH:66]2)[c:67]2[cH:68][cH:69][cH:70][cH:71][cH:72]2)[cH:73][cH:74][cH:75][cH:76][cH:77]1>>[NH2:1][c:2]1[c:3]([S:10](=[O:11])(=[O:12])[NH2:13])[cH:4][c:5]([CH3:9])[c:6](-[c:17]2[c:16]([O:15][CH3:14])[cH:21][cH:20][cH:19][cH:18]2)[cH:7]1. Product: O=C(OCC(Cl)(Cl)Cl)N1CCC(n2cc(-c3ccc(F)cc3)c3ccccc32)CC1Br. Reactants: O=C1CCC(=O)N1Br, ClC(Cl)(Cl)Cl, O=C(OCC(Cl)(Cl)Cl)N1CCC(n2cc(-c3ccc(F)cc3)c3ccccc32)CC1. As a reaction SMILES: [Br:31][N:32]1[C:33](=[O:34])[CH2:35][CH2:36][C:37]1=[O:38].[Cl:39][C:40]([Cl:41])([Cl:42])[Cl:43].[F:1][c:2]1[cH:3][cH:4][c:5](-[c:8]2[cH:9][n:10]([CH:17]3[CH2:18][CH2:19][N:20]([C:23](=[O:24])[O:25][CH2:26][C:27]([Cl:28])([Cl:29])[Cl:30])[CH2:21][CH2:22]3)[c:11]3[cH:12][cH:13][cH:14][cH:15][c:16]23)[cH:6][cH:7]1>>[F:1][c:2]1[cH:3][cH:4][c:5](-[c:8]2[cH:9][n:10]([CH:17]3[CH2:18][CH2:19][N:20]([C:23](=[O:24])[O:25][CH2:26][C:27]([Cl:28])([Cl:29])[Cl:30])[CH:21]([Br:31])[CH2:22]3)[c:11]3[cH:12][cH:13][cH:14][cH:15][c:16]23)[cH:6][cH:7]1. Reactants: ClC1=C(C=C(N)C=C1)C(F)(F)F (p-chloro-m-(trifluoromethyl)aniline), N1=CC=CC=C1 (pyridine), C(C1=CC=CC=C1)(=O)Cl (Benzoyl chloride), C(C1=CC=CC=C1)(=O)Cl (benzoyl chloride). Run in C1=CC=CC=C1 (benzene). Reaction conditions: time 8 hour. The product is ClC1=C(C=C(NC(C2=CC=CC=C2)=O)C=C1)C(F)(F)F (4'-chloro-3'-(trifluoromethyl)benzanilide). The yield is 0.7%. As a reaction SMILES: [C:1](Cl)(=[O:8])[C:2]1[CH:7]=[CH:6][CH:5]=[CH:4][CH:3]=1.[Cl:10][C:11]1[CH:17]=[CH:16][C:14]([NH2:15])=[CH:13][C:12]=1[C:18]([F:21])([F:20])[F:19].N1C=CC=CC=1>C1C=CC=CC=1>[Cl:10][C:11]1[CH:17]=[CH:16][C:14]([NH:15][C:1](=[O:8])[C:2]2[CH:7]=[CH:6][CH:5]=[CH:4][CH:3]=2)=[CH:13][C:12]=1[C:18]([F:19])([F:20])[F:21]. Procedure: Benzoyl chloride (140.5 g., 1.0 mole) was added dropwise with stirring to a solution of p-chloro-m-(trifluoromethyl)aniline (181.5 g., 1.0 mole) and pyridine (79 g., 1.0 mole) in two liters of dry benzene. Although the reaction was heated initially, the addition of benzoyl chloride generated sufficient heat to maintain reflux conditions during the addition. The reaction mixture was stirred overnight at room temperature and then was heated under reflux for 2 hours. After being cooled to about 25°... Starting materials: N#Cc1ccc(C=C2CCN(Cc3ccccc3)CC2)cc1, CCO, ClC(Cl)Cl, Cl. Product: CCOC(=N)c1ccc(C=C2CCN(Cc3ccccc3)CC2)cc1. As a reaction SMILES: [CH2:1]([c:2]1[cH:3][cH:4][cH:5][cH:6][cH:7]1)[N:8]1[CH2:9][CH2:10][C:11](=[CH:14][c:15]2[cH:16][cH:17][c:18]([C:19]#[N:20])[cH:21][cH:22]2)[CH2:12][CH2:13]1.[CH3:28][CH2:29][OH:30].[CH:23]([Cl:24])([Cl:25])[Cl:26].[ClH:27]>>[CH2:1]([c:2]1[cH:3][cH:4][cH:5][cH:6][cH:7]1)[N:8]1[CH2:9][CH2:10][C:11](=[CH:14][c:15]2[cH:16][cH:17][c:18]([C:19](=[NH:20])[O:30][CH2:29][CH3:28])[cH:21][cH:22]2)[CH2:12][CH2:13]1.